This data is from the Open Reaction Database (ORD), a public repository of structured organic reaction records. The task is: describe an organic reaction: reactants, conditions, products, and yield Starting materials: COc1cc2c(c3c1OC(C)(C)C3)C(c1cccc(-c3ccc(N)cc3)c1)=NC(C)(C)C2, CC(=O)NCC(=O)O, CN(C)C=O, O, On1nnc2ccccc21. The product is COc1cc2c(c3c1OC(C)(C)C3)C(c1cccc(-c3ccc(NC(=O)CNC(C)=O)cc3)c1)=NC(C)(C)C2. As a reaction SMILES: [CH3:1][O:2][c:3]1[cH:4][c:5]2[c:10]([c:11]3[c:12]1[O:13][C:14]([CH3:16])([CH3:17])[CH2:15]3)[C:9]([c:18]1[cH:19][c:20](-[c:24]3[cH:25][cH:26][c:27]([NH2:30])[cH:28][cH:29]3)[cH:21][cH:22][cH:23]1)=[N:8][C:7]([CH3:31])([CH3:32])[CH2:6]2.[CH3:33][C:34](=[O:35])[NH:36][CH2:37][C:38]([OH:39])=[O:40].[CH3:52][N:53]([CH3:54])[CH:55]=[O:56].[OH2:51].[OH:41][n:42]1[c:43]2[cH:44][cH:45][cH:46][cH:47][c:48]2[n:49][n:50]1>>[CH3:1][O:2][c:3]1[cH:4][c:5]2[c:10]([c:11]3[c:12]1[O:13][C:14]([CH3:16])([CH3:17])[CH2:15]3)[C:9]([c:18]1[cH:19][c:20](-[c:24]3[cH:25][cH:26][c:27]([NH:30][C:38]([CH2:37][NH:36][C:34]([CH3:33])=[O:35])=[O:39])[cH:28][cH:29]3)[cH:21][cH:22][cH:23]1)=[N:8][C:7]([CH3:31])([CH3:32])[CH2:6]2. The reactants are C1(=CC=CC=C1)C1=N[C@H]2C(N([C@H]2O1)C(=C(C)C)C(=O)OC(C1=CC=CC=C1)C1=CC=CC=C1)=O ((1R,5S)-3-phenyl-6-(1-diphenylmethoxycarbonyl-2-methylprop-1-enyl)-7-oxo-4-oxa-2,6-diazabicyclo[3,2,0]hept-2-ene), C([O-])(O)=O.[Na+] (sodium bicarbonate), resultant solution, FC(S(=O)(=O)O)(F)F (trifluoromethanesulfonic acid), C(C)OC([C@@H](O)C)=O (L-(+)-lactic acid ethyl ester). The solvent is α-lactic acid ethyl ester. Reaction conditions: time 1.5 hour. Product: C(C)OC(=O)[C@@H](C)O[C@@H]1[C@H](C(N1C(=C(C)C)C(=O)OC(C1=CC=CC=C1)C1=CC=CC=C1)=O)NC(C1=CC=CC=C1)=O ((3R,4R)-4-{(1R)-1-ethoxycarbonylethoxy}-3-benzamido-1-(1-diphenylmethoxycarbonyl-2-methylprop-1-enyl)-azetidin-2-one). As a reaction SMILES: [C:1]1([C:7]2[O:13][C@H:12]3[C@H:9]([C:10](=[O:34])[N:11]3[C:14]([C:18]([O:20][CH:21]([C:28]3[CH:33]=[CH:32][CH:31]=[CH:30][CH:29]=3)[C:22]3[CH:27]=[CH:26][CH:25]=[CH:24][CH:23]=3)=[O:19])=[C:15]([CH3:17])[CH3:16])[N:8]=2)[CH:6]=[CH:5][CH:4]=[CH:3][CH:2]=1.FC(F)(F)S(O)(=O)=O.C(=O)(O)[O-].[Na+].[CH2:48]([O:50][C:51](=[O:55])[C@H:52]([CH3:54])[OH:53])[CH3:49]>>[CH2:48]([O:50][C:51]([C@H:52]([O:53][C@H:12]1[N:11]([C:14]([C:18]([O:20][CH:21]([C:22]2[CH:23]=[CH:24][CH:25]=[CH:26][CH:27]=2)[C:28]2[CH:33]=[CH:32][CH:31]=[CH:30][CH:29]=2)=[O:19])=[C:15]([CH3:16])[CH3:17])[C:10](=[O:34])[C@@H:9]1[NH:8][C:7](=[O:13])[C:1]1[CH:2]=[CH:3][CH:4]=[CH:5][CH:6]=1)[CH3:54])=[O:55])[CH3:49] |f:2.3|. Procedure: 10 Grams of (1R,5S)-3-phenyl-6-(1-diphenylmethoxycarbonyl-2-methylprop-1-enyl)-7-oxo-4-oxa-2,6-diazabicyclo[3,2,0]hept-2-ene as used in Example 9(1) was dissolved in 35 ml of L-(+)-lactic acid ethyl ester instead of the DL-α-lactic acid ethyl ester employed in Reference Example 1(1). To the resultant solution was added 0.5 ml of trifluoromethanesulfonic acid, and the mixture was stirred at ambient temperature for 1.5 hours. The reaction solution thus obtained was poured into 200 ml of aqueous so... Starting materials: COC([C@@H](NC(C1=C(C=C(C=C1)N)C1=C(C=CC=C1)C)=O)CCSC)=O ([4-amino-2-(2-methylphenyl)benzoyl]methionine methyl ester), Cl.C(C1=CN=CC=C1)(=O)Cl (nicotinic acid chloride hydrochloride), C(=O)(O)[O-].[Na+] (NaHCO3). Run in C(Cl)Cl (CH2Cl2), C(Cl)Cl (CH2Cl2). Reaction conditions: time 2 hour. The product is COC([C@@H](NC(C1=C(C=C(C=C1)NC(=O)C=1C=NC=CC1)C1=C(C=CC=C1)C)=O)CCSC)=O ([4-(3-Pyridylcarbonylamino)-2-(2-methylphenyl)benzoyl]methionine Methyl Ester). Yield: 79.2%. Reaction SMILES: [CH3:1][O:2][C:3](=[O:26])[C@H:4]([CH2:22][CH2:23][S:24][CH3:25])[NH:5][C:6](=[O:21])[C:7]1[CH:12]=[CH:11][C:10]([NH2:13])=[CH:9][C:8]=1[C:14]1[CH:19]=[CH:18][CH:17]=[CH:16][C:15]=1[CH3:20].Cl.[C:28](Cl)(=[O:35])[C:29]1[CH:34]=[CH:33][CH:32]=[N:31][CH:30]=1.C([O-])(O)=O.[Na+]>C(Cl)Cl>[CH3:1][O:2][C:3](=[O:26])[C@H:4]([CH2:22][CH2:23][S:24][CH3:25])[NH:5][C:6](=[O:21])[C:7]1[CH:12]=[CH:11][C:10]([NH:13][C:28]([C:29]2[CH:30]=[N:31][CH:32]=[CH:33][CH:34]=2)=[O:35])=[CH:9][C:8]=1[C:14]1[CH:19]=[CH:18][CH:17]=[CH:16][C:15]=1[CH3:20] |f:1.2,3.4|. Procedure: To a stirred solution of the [4-amino-2-(2-methylphenyl)benzoyl]methionine methyl ester (85 mg, 0.23 mmol) in CH2Cl2 (5 mL) was added nicotinic acid chloride hydrochloride (81 mg, 0.46 mmol) and saturated NaHCO3 (2 mL). The reaction was stirred at ambient temperature for 2 hours. The reaction was diluted with CH2Cl2 (10 mL), the layers were separated and the organic layer washed with saturated aqueous NaHCO3 (5 mL), dried (MgSO4) and concentrated in vacuo. Flash chromatography (CH2Cl2-methanol 5... Reactants: CS(=O)(=O)CCCO (3-(Methylsulphonyl)propan-1-ol), C(CCC)P(CCCC)CCCC (tributylphosphine), crude products, N(=NC(=O)N1CCCCC1)C(=O)N1CCCCC1 (1,1′-(azodicarbonyl)dipiperidine), ClC1=CC(=C(NC2=NC=NC3=CC(=C(C=C23)OC)O)C=C1)F (4-(4-chloro-2-fluoroanilino)-7-hydroxy-6-methoxyquinazoline), Cl (hydrogen chloride), solution. The solvent is C(Cl)Cl (methylene chloride), CC(=O)C.CO.C(Cl)Cl (acetone methanol methylene chloride). Reaction conditions: time 18 hour. The product is Cl.ClC1=CC(=C(NC2=NC=NC3=CC(=C(C=C23)OC)OCCCS(=O)(=O)C)C=C1)F (4-(4-chloro-2-fluoroanilino)-6-methoxy-7-(3(methylsulphonyl)propoxy)quinazoline hydrochloride). Yield: 57.2%. As a reaction SMILES: [CH3:1][S:2]([CH2:5][CH2:6][CH2:7][OH:8])(=[O:4])=[O:3].N(C(N1CCCCC1)=O)=NC(N1CCCCC1)=O.[Cl:27][C:28]1[CH:47]=[CH:46][C:31]([NH:32][C:33]2[C:42]3[C:37](=[CH:38][C:39](O)=[C:40]([O:43][CH3:44])[CH:41]=3)[N:36]=[CH:35][N:34]=2)=[C:30]([F:48])[CH:29]=1.C(P(CCCC)CCCC)CCC.Cl>C(Cl)Cl.CC(C)=O.CO.C(Cl)Cl>[ClH:27].[Cl:27][C:28]1[CH:47]=[CH:46][C:31]([NH:32][C:33]2[C:42]3[C:37](=[CH:38][C:39]([O:8][CH2:7][CH2:6][CH2:5][S:2]([CH3:1])(=[O:4])=[O:3])=[C:40]([O:43][CH3:44])[CH:41]=3)[N:36]=[CH:35][N:34]=2)=[C:30]([F:48])[CH:29]=1 |f:6.7.8,9.10|. Procedure details: 3-(Methylsulphonyl)propan-1-ol (0.6 g, 4.3 mmol) followed by 1,1′-(azodicarbonyl)dipiperidine (4.2 g, 16 mmol) in portions were added to a stirred solution of 4-(4-chloro-2-fluoroanilino)-7-hydroxy-6-methoxyquinazoline (1.5 g, 4.7 mmol), (prepared as described for the starting material in Example 2), and tributylphosphine (4.0 ml, 16 mmol) in methylene chloride (50 ml) under nitrogen. The mixture was stirred for 18 hours, the resulting precipitate was collected by filtration and dried to give cr... Starting materials: ClC1=CC=CC2=C1C(OCC=1N2C=NC1C(N)=NO)=O (7-Chloro-5,6-dihydro-6-oxo-4H-imidazo[1,5-a]-[4,1]benzoxazepine-3-amidoxime), C(C)(=O)OC(C)=O (acetic anhydride). Yields the product ClC1=CC=CC2=C1C(OCC=1N2C=NC1C1=NOC(=N1)C)=O (7-Chloro-3-(5-methyl-1,2,4-oxadiazol-3-yl)-5,6-dihydro-6-oxo-4H-imidazo[1,5-a][4,1]benzoxazepine). Isolated yield 66.0%. RXN SMILES: [Cl:1][C:2]1[C:7]2[C:8](=[O:20])[O:9][CH2:10][C:11]3[N:12]([CH:13]=[N:14][C:15]=3[C:16](=[N:18][OH:19])[NH2:17])[C:6]=2[CH:5]=[CH:4][CH:3]=1.[C:21](OC(=O)C)(=O)[CH3:22]>>[Cl:1][C:2]1[C:7]2[C:8](=[O:20])[O:9][CH2:10][C:11]3[N:12]([CH:13]=[N:14][C:15]=3[C:16]3[N:17]=[C:21]([CH3:22])[O:19][N:18]=3)[C:6]=2[CH:5]=[CH:4][CH:3]=1. Reported procedure: 7-Chloro-5,6-dihydro-6-oxo-4H-imidazo[1,5-a]-[4,1]benzoxazepine-3-amidoxime (3 g, 0.01 mole) in acetic anhydride (9 ml) was heated at 150° C. for 3 hours. The crude product in ethyl acetate was chromatographed on silica and then crystallised from acetone to give the product (2.1 g, 66%), m.p. 253°-255° C.